Dataset: the Open Reaction Database (ORD), a public repository of structured organic reaction records. Task: describe an organic reaction: reactants, conditions, products, and yield Reactants: COc1cc2ncnc(Cl)c2cc1OCCCS(C)(=O)=O, CC(C)(F)c1cc(NC(=O)Nc2cccc(O)c2)on1. The product is COc1cc2ncnc(Oc3cccc(NC(=O)Nc4cc(C(C)(C)F)no4)c3)c2cc1OCCCS(C)(=O)=O. As a reaction SMILES: [Cl:21][c:22]1[n:23][cH:24][n:25][c:26]2[cH:27][c:28]([O:40][CH3:41])[c:29]([O:32][CH2:33][CH2:34][CH2:35][S:36](=[O:37])(=[O:38])[CH3:39])[cH:30][c:31]12.[F:1][C:2]([CH3:3])([CH3:4])[c:5]1[n:6][o:7][c:8]([NH:10][C:11](=[O:12])[NH:13][c:14]2[cH:15][c:16]([OH:20])[cH:17][cH:18][cH:19]2)[cH:9]1>>[F:1][C:2]([CH3:3])([CH3:4])[c:5]1[n:6][o:7][c:8]([NH:10][C:11](=[O:12])[NH:13][c:14]2[cH:15][c:16]([O:20][c:22]3[n:23][cH:24][n:25][c:26]4[cH:27][c:28]([O:40][CH3:41])[c:29]([O:32][CH2:33][CH2:34][CH2:35][S:36](=[O:37])(=[O:38])[CH3:39])[cH:30][c:31]34)[cH:17][cH:18][cH:19]2)[cH:9]1. The reactants are BrC=1C=C(C=CC1)C(CCCCN1CCC(CC1)C=1C=C(C=CC1)NC(C(C)C)=O)=O (N-(3-{1-[5-(3-bromophenyl)-5-oxopentyl]-4-piperidinyl]phenyl)-2-methylpropanamide), CN(N)C1=CC=CC=C1 (1-methyl-1-phenylhydrazine). Reaction SMILES: [Br:1][C:2]1[CH:3]=[C:4]([C:8](=O)[CH2:9][CH2:10][CH2:11][CH2:12][N:13]2[CH2:18][CH2:17][CH:16]([C:19]3[CH:20]=[C:21]([NH:25][C:26](=[O:30])[CH:27]([CH3:29])[CH3:28])[CH:22]=[CH:23][CH:24]=3)[CH2:15][CH2:14]2)[CH:5]=[CH:6][CH:7]=1.[CH3:32][N:33]([C:35]1[CH:40]=[CH:39][CH:38]=[CH:37][CH:36]=1)N>>[Br:1][C:2]1[CH:3]=[C:4]([C:8]2[N:33]([CH3:32])[C:35]3[C:40]([C:9]=2[CH2:10][CH2:11][CH2:12][N:13]2[CH2:18][CH2:17][CH:16]([C:19]4[CH:20]=[C:21]([NH:25][C:26](=[O:30])[CH:27]([CH3:29])[CH3:28])[CH:22]=[CH:23][CH:24]=4)[CH2:15][CH2:14]2)=[CH:39][CH:38]=[CH:37][CH:36]=3)[CH:5]=[CH:6][CH:7]=1. Reported procedure: Prepared by Procedure E and Scheme M using N-(3-{1-[5-(3-bromophenyl)-5-oxopentyl]-4-piperidinyl]phenyl)-2-methylpropanamide and 1-methyl-1-phenylhydrazine: ESMS m/e: 572.0 (M+H)+. The product is BrC=1C=C(C=CC1)C=1N(C2=CC=CC=C2C1CCCN1CCC(CC1)C=1C=C(C=CC1)NC(C(C)C)=O)C (N-[3-(1-{3-[2-(3-BROMOPHENYL)-1-METHYL-1H-INDOL-3-YL]PROPYL}-4-PIPERIDINYL)PHENYL]-2-METHYLPROPANAMIDE). Starting materials: CC=1NC=CN1 (2-methylimidazole), ClC=1N=C(C2=C(N1)SC(=C2)C)NCC2=CC1=C(C=C2)OCO1 (2-chloro-6-methyl-4-(3,4-methylene dioxybenzylamino)-thieno-[2,3-d]-pyrimidine). Product: CC=1N(C=CN1)C=1N=C(C2=C(N1)SC(=C2)C)NCC2=CC1=C(C=C2)OCO1 (2-(2-methylimidazol-1-yl)-6-methyl-4-(3,4-methylenedioxybenzylamino)-thieno-[2,3-d]-pyrimidine). Reaction SMILES: [CH3:1][C:2]1[NH:3][CH:4]=[CH:5][N:6]=1.Cl[C:8]1[N:9]=[C:10]([NH:18][CH2:19][C:20]2[CH:25]=[CH:24][C:23]3[O:26][CH2:27][O:28][C:22]=3[CH:21]=2)[C:11]2[CH:16]=[C:15]([CH3:17])[S:14][C:12]=2[N:13]=1>>[CH3:1][C:2]1[N:3]([C:8]2[N:9]=[C:10]([NH:18][CH2:19][C:20]3[CH:25]=[CH:24][C:23]4[O:26][CH2:27][O:28][C:22]=4[CH:21]=3)[C:11]3[CH:16]=[C:15]([CH3:17])[S:14][C:12]=3[N:13]=2)[CH:4]=[CH:5][N:6]=1. Reported procedure: Following the procedure of Example 97, the reaction of 2-methylimidazole with 2-chloro-6-methyl-4-(3,4-methylene dioxybenzylamino)-thieno-[2,3-d]-pyrimidine yields 2-(2-methylimidazol-1-yl)-6-methyl-4-(3,4-methylenedioxybenzylamino)-thieno-[2,3-d]-pyrimidine. The reactants are BrC=1C=CC2=C(NC(O2)=O)C1 (5-bromo benzoxazolinone), CN(C)C=O (DMF). Reagents/catalysts: [C-]#N.[C-]#N.[Zn+2] (Zn(CN)2), C=1C=CC(=CC1)[P](C=2C=CC=CC2)(C=3C=CC=CC3)[Pd]([P](C=4C=CC=CC4)(C=5C=CC=CC5)C=6C=CC=CC6)([P](C=7C=CC=CC7)(C=8C=CC=CC8)C=9C=CC=CC9)[P](C=1C=CC=CC1)(C=1C=CC=CC1)C=1C=CC=CC1 (Pd(PPh3)4). Solvent: CCOC(=O)C (EtOAc), CCOC(=O)C (EtOAc). Run at temperature 150 celsius, time 24 hour. Product: O=C1OC2=C(N1)C=C(C=C2)C#N (2-oxo-2,3-dihydrobenzo[d]oxazole-5-carbonitrile). As a reaction SMILES: Br[C:2]1[CH:3]=[CH:4][C:5]2[O:9][C:8](=[O:10])[NH:7][C:6]=2[CH:11]=1.[CH3:12][N:13](C=O)C>CCOC(C)=O.[C-]#N.[C-]#N.[Zn+2].C1C=CC([P]([Pd]([P](C2C=CC=CC=2)(C2C=CC=CC=2)C2C=CC=CC=2)([P](C2C=CC=CC=2)(C2C=CC=CC=2)C2C=CC=CC=2)[P](C2C=CC=CC=2)(C2C=CC=CC=2)C2C=CC=CC=2)(C2C=CC=CC=2)C2C=CC=CC=2)=CC=1>[O:10]=[C:8]1[NH:7][C:6]2[CH:11]=[C:2]([C:12]#[N:13])[CH:3]=[CH:4][C:5]=2[O:9]1 |f:3.4.5,^1:31,33,52,71|. Reported procedure: To a solution of 5-bromo benzoxazolinone (1 g, 4.7 mmol) in DMF (15 mL), were added Zn(CN)2 (1 g, 9.4 mmol) and Pd(PPh3)4. The reaction was stirred at 150° C. for 24 h. The reaction progress was monitored by TLC (100% EtOAc). The reaction was diluted with EtOAc (10 mL) and filtered through Celite® brand filter agent. The organic layer was concentrated and purified by column chromatography (silica gel, 0-50% EtOAc in hexanes) to give the title compound. 1H NMR (400 MHz, CDCl3): δ 8.6 (br s, 1H), ... The reactants are [Si](C)(C)(C(C)(C)C)OC[C@@H]1CN(C[C@H]1C1=CC=CC=C1)C(C(F)(F)F)=O ((3S,4R)-3-({[tert-butyl(dimethyl)silyl]oxy}methyl)-4-phenyl-1-(trifluoroacetyl)pyrrolidine), C(C(=O)Cl)(=O)Cl (oxalyl chloride), CS(=O)C (DMSO). Run in ClCCl (dichloromethane), ClCCl (dichloromethane). Conditions: time 30 minute. The product is C1(=CC=CC=C1)[C@H]1[C@@H](CN(C1)C(C(F)(F)F)=O)CO ([(3S,4R)-4-phenyl-1-(trifluoroacetyl)pyrrolidin-3-yl]methanol). As a reaction SMILES: CS(C)=O.C(Cl)(=O)C(Cl)=O.[Si]([O:18][CH2:19][C@H:20]1[C@H:24]([C:25]2[CH:30]=[CH:29][CH:28]=[CH:27][CH:26]=2)[CH2:23][N:22]([C:31](=[O:36])[C:32]([F:35])([F:34])[F:33])[CH2:21]1)(C(C)(C)C)(C)C>ClCCl>[C:25]1([C@@H:24]2[CH2:23][N:22]([C:31](=[O:36])[C:32]([F:34])([F:35])[F:33])[CH2:21][C@H:20]2[CH2:19][OH:18])[CH:30]=[CH:29][CH:28]=[CH:27][CH:26]=1. Reported procedure: A 1.00 g portion of DMSO was dissolved in 10 ml of dichloromethane, and 0.56 ml of oxalyl chloride was added thereto while keeping the internal temperature at −60° C. or less. After 30 minutes of stirring, a dichloromethane (10 ml) solution of 581 mg of [(3S,4R)-4-phenyl-1-(trifluoroacetyl)pyrrolidin-3-yl]methanol which had been obtained from (3S,4R)-3-({[tert-butyl(dimethyl)silyl]oxy}methyl)-4-phenyl-1-(trifluoroacetyl)pyrrolidine in the same manner as in Reference Example 3 was added thereto w... The reactants are CC=1SC(=CN1)CN1C(N(C(C2=C1C=C(S2)C2=CC=CC=C2)=O)C2CCN(CC2)C(=O)OC(C)(C)C)=O (tert-butyl 4-{1-[(2-methyl-1,3-thiazol-5-yl)methyl]-2,4-dioxo-6-phenyl-1,4-dihydrothieno[3,2-d]pyrimidin-3(2H)-yl}piperidine-1-carboxylate), FC(C(=O)O)(F)F (trifluoroacetic acid). The solvent is C(Cl)Cl (DCM). Yields the product FC(C(=O)O)(F)F.CC=1SC(=CN1)CN1C(N(C(C2=C1C=C(S2)C2=CC=CC=C2)=O)C2CCNCC2)=O (1-[(2-Methyl-1,3-thiazol-5-yl)methyl]-6-phenyl-3-(piperidin-4-yl)thieno[3,2-d]pyrimidine-2,4(1H,3H)-dione trifluoroacetate). As a reaction SMILES: [CH3:1][C:2]1[S:3][C:4]([CH2:7][N:8]2[C:13]3[CH:14]=[C:15]([C:17]4[CH:22]=[CH:21][CH:20]=[CH:19][CH:18]=4)[S:16][C:12]=3[C:11](=[O:23])[N:10]([CH:24]3[CH2:29][CH2:28][N:27](C(OC(C)(C)C)=O)[CH2:26][CH2:25]3)[C:9]2=[O:37])=[CH:5][N:6]=1.[F:38][C:39]([F:44])([F:43])[C:40]([OH:42])=[O:41]>C(Cl)Cl>[F:38][C:39]([F:44])([F:43])[C:40]([OH:42])=[O:41].[CH3:1][C:2]1[S:3][C:4]([CH2:7][N:8]2[C:13]3[CH:14]=[C:15]([C:17]4[CH:18]=[CH:19][CH:20]=[CH:21][CH:22]=4)[S:16][C:12]=3[C:11](=[O:23])[N:10]([CH:24]3[CH2:29][CH2:28][NH:27][CH2:26][CH2:25]3)[C:9]2=[O:37])=[CH:5][N:6]=1 |f:3.4|. Reported procedure: A solution of tert-butyl 4-{1-[(2-methyl-1,3-thiazol-5-yl)methyl]-2,4-dioxo-6-phenyl-1,4-dihydrothieno[3,2-d]pyrimidin-3(2H)-yl}piperidine-1-carboxylate (715 mg; compound B20) in DCM (15 ml) is reacted with trifluoroacetic acid (3 ml) according to the procedure described in example B43 to afford the title compound as a solid. Run in CN(C=O)C (N,N-dimethylformamide). Yield: 77.0%. Product: CSC=1C=C(C=CC1)C(C)=O (3′-(Methylthio)acetophenone). As a reaction SMILES: [SH:1][C:2]1[CH:3]=[C:4]([C:8](=[O:10])[CH3:9])[CH:5]=[CH:6][CH:7]=1.[C:11](=O)([O-])[O-].[K+].[K+].IC.O>CN(C)C=O>[CH3:11][S:1][C:2]1[CH:3]=[C:4]([C:8](=[O:10])[CH3:9])[CH:5]=[CH:6][CH:7]=1 |f:1.2.3|. Procedure details: A suspension of 3′-mercaptoacetophenone (Reference compound No. 4-1, 1.5 g, 9.9 mmol), potassium carbonate (1.6 g, 12 mmol) and iodomethane (740 μL, 12 mmol) in N,N-dimethylformamide was stirred at 50° C. for 75 minutes. Water (50 mL) was added to the reaction mixture, extracted with a mixed solvent (50 mL) which consists of hexane and ethyl acetate (3:1). The organic layer was washed with brine (50 mL), dried over anhydrous magnesium sulfate. The solvent was removed under reduced pressure to gi... The reactants are C([O-])([O-])=O.[K+].[K+] (potassium carbonate), IC (iodomethane), SC=1C=C(C=CC1)C(C)=O (3′-mercaptoacetophenone), O (Water). Starting materials: S1C2=C(C(=C1)C=O)C=CC=C2 (benzo[b]thiophen-3-carbaldehyde), CN1C(CCC1)CCN (2-(1-methyl-pyrrolidin-2-yl)-ethylamine), [Na] (sodium). Run in ClCCl (Dichloromethane). Product: S1C2=C(C(=C1)CNCCC1N(CCC1)C)C=CC=C2 (Benzo[b]thiophen-3-ylmethyl-[2-(1-methyl-pyrrolidin-2-yl)-ethyl]-amine). The yield is 51.0%. RXN SMILES: [S:1]1[CH:5]=[C:4]([CH:6]=O)[C:3]2[CH:8]=[CH:9][CH:10]=[CH:11][C:2]1=2.[CH3:12][N:13]1[CH2:17][CH2:16][CH2:15][CH:14]1[CH2:18][CH2:19][NH2:20].[Na]>ClCCl>[S:1]1[CH:5]=[C:4]([CH2:6][NH:20][CH2:19][CH2:18][CH:14]2[CH2:15][CH2:16][CH2:17][N:13]2[CH3:12])[C:3]2[CH:8]=[CH:9][CH:10]=[CH:11][C:2]1=2 |^1:20|. Procedure: Experimental condition analogous to Example 5, from benzo[b]thiophen-3-carbaldehyde 0.16 g (1 mmol), 2-(1-methyl-pyrrolidin-2-yl)-ethylamine 0.14 g (1.1 mmol), and sodium triacethoxyborohydride 0.31 g (1.5 mmol), in 10 mL Dichloromethane. Purification using silica chromatography, elution with dichloromethane-methanol-ammonium hydroxide, 9-1-0.25, gave 140 mg of compound. Starting materials: [OH-].[Na+] (sodium hydroxide), COC([C@H](CNC(=O)C=1SC(=CC1)Cl)NS(=O)(=O)C1=C(C(=CC=C1)C1=CC=NC=C1)OC)=O ((S)-3-[(5-Chloro-thiophene-2-carbonyl)-amino]-2-(2-methoxy-3-pyridin-4-yl-benzenesulfonylamino)-propionic acid methyl ester), Cl (HCl). Solvent: C1CCOC1 (THF). Yields the product ClC1=CC=C(S1)C(=O)NC[C@@H](C(=O)O)NS(=O)(=O)C1=C(C(=CC=C1)C1=CC=NC=C1)OC ((S)-3-[(5-Chloro-thiophene-2-carbonyl)-amino]-2-(2-methoxy-3-pyridin-4-yl-benzenesulfonylamino)-propionic acid). The yield is 99.9%. RXN SMILES: C[O:2][C:3](=[O:33])[C@@H:4]([NH:15][S:16]([C:19]1[CH:24]=[CH:23][CH:22]=[C:21]([C:25]2[CH:30]=[CH:29][N:28]=[CH:27][CH:26]=2)[C:20]=1[O:31][CH3:32])(=[O:18])=[O:17])[CH2:5][NH:6][C:7]([C:9]1[S:10][C:11]([Cl:14])=[CH:12][CH:13]=1)=[O:8].[OH-].[Na+].Cl>C1COCC1>[Cl:14][C:11]1[S:10][C:9]([C:7]([NH:6][CH2:5][C@H:4]([NH:15][S:16]([C:19]2[CH:24]=[CH:23][CH:22]=[C:21]([C:25]3[CH:26]=[CH:27][N:28]=[CH:29][CH:30]=3)[C:20]=2[O:31][CH3:32])(=[O:18])=[O:17])[C:3]([OH:33])=[O:2])=[O:8])=[CH:13][CH:12]=1 |f:1.2|. Procedure details: Intermediate 81 (1.08 g, 2.12 mmol) was dissolved in 20 ml of THF and sodium hydroxide (1 N water solution) (4.24 ml, 4.24 mmol) was added. After 16 h stirring at RT 1 N HCl (9 ml) was added, solvents were evaporated and n-butanol was added. The organic layer was dried with Na2SO4, filtered and evaporated to dryness. 1.05 g (yield: 99%) of crude product. The intermediate was directly used in the next step. Starting materials: ice, OC1=CC=C(C=C1)CCCC(=O)OCC (ethyl 4-(4-hydroxyphenyl)butanoate), BrBr (bromine). Procedure: To an ice cooled solution of ethyl 4-(4-hydroxyphenyl)butanoate (16.73 g, 80.32 mmol) in 200 mL of CHCl, was added bromine (4.15 mL, 80.8 mmol). The cooling bath was removed, and the reaction stirred at room temperature for 2 hours. The reaction mixture was then washed with water and brine, dried over sodium sulfate and concentrated to give 22.3 g (96.6%) of ethyl 4-(3-bromo-4-hydroxyphenyl)butanoate as a crystalline solid. Yields the product BrC=1C=C(C=CC1O)CCCC(=O)OCC (ethyl 4-(3-bromo-4-hydroxyphenyl)butanoate). Reaction SMILES: [OH:1][C:2]1[CH:7]=[CH:6][C:5]([CH2:8][CH2:9][CH2:10][C:11]([O:13][CH2:14][CH3:15])=[O:12])=[CH:4][CH:3]=1.[Br:16]Br>>[Br:16][C:7]1[CH:6]=[C:5]([CH2:8][CH2:9][CH2:10][C:11]([O:13][CH2:14][CH3:15])=[O:12])[CH:4]=[CH:3][C:2]=1[OH:1]. The yield is 96.7%. Run at time 2 hour.